Dataset: the Open Reaction Database (ORD), a public repository of structured organic reaction records. Task: describe an organic reaction: reactants, conditions, products, and yield Reactants: O([Si](C)(C)C(C)(C)C)CCC#CCCCCCCC(C)O (1-tert-butyldimethylsiloxy-11-hydroxy-3-dodecyne), [F-].C(CCC)[N+](CCCC)(CCCC)CCCC (tetra-n-butylammonium fluoride). Solvent: O (water), C1CCOC1 (THF). Conditions: temperature 23 celsius, time 1 hour. Product: OCCC#CCCCCCCC(C)O (1,11-dihydroxy-3-dodecyne). Yield: 99.8%. Reaction SMILES: [O:1]([CH2:9][CH2:10][C:11]#[C:12][CH2:13][CH2:14][CH2:15][CH2:16][CH2:17][CH2:18][CH:19]([OH:21])[CH3:20])[Si](C(C)(C)C)(C)C.[F-].C([N+](CCCC)(CCCC)CCCC)CCC>C1COCC1.O>[OH:1][CH2:9][CH2:10][C:11]#[C:12][CH2:13][CH2:14][CH2:15][CH2:16][CH2:17][CH2:18][CH:19]([OH:21])[CH3:20] |f:1.2|. Procedure details: To a solution of 19 (2.9 g, 9.4 mmol) in THF (15 mL) was added 19 mL of tetra-n-butylammonium fluoride (19 mmole, 1M solution in THF). The reaction was stirred for 1 hr at 23° C. then diluted with 75 mL of water. The aqueous mixture was extracted with ether (3×50 mL) and the ether extract washed with brine (2×50 mL). Product isolation yielded 1.86 g (100%) of the diol (20). No further purification was carried out on 20. The reactants are COC(C1=CC(=C(C=C1)I)OCC(=C)C)=O (4-Iodo-3-(2-methyl-allyloxy)-benzoic acid methyl ester), C([O-])([O-])=O.[K+].[K+] (Potassium carbonate), C(=CCCC)B(O)O (1-Penten-1-ylboronic acid). The reagents and catalysts are [Cl-].C(CCC)[N+](CCCC)(CCCC)CCCC (Tetrabutylammonium chloride), C(C)(=O)[O-].[Pd+2].C(C)(=O)[O-] (Palladium acetate). Run in CN(C)C=O (DMF), CN(C)C=O (DMF). Conditions: temperature 160 celsius, time 15 minute. The product is COC(=O)C1=CC2=C(C(CO2)(C)C\C=C\CCC)C=C1 (3-((E)-Hex-2-enyl)-3-methyl-2,3-dihydro-benzofuran-6-carboxylic acid methyl ester). Reaction SMILES: [CH3:1][O:2][C:3](=[O:16])[C:4]1[CH:9]=[CH:8][C:7](I)=[C:6]([O:11][CH2:12][C:13]([CH3:15])=[CH2:14])[CH:5]=1.C(=O)([O-])[O-].[K+].[K+].[CH:23](B(O)O)=[CH:24][CH2:25][CH2:26][CH3:27]>CN(C=O)C.[Cl-].C([N+](CCCC)(CCCC)CCCC)CCC.C([O-])(=O)C.[Pd+2].C([O-])(=O)C>[CH3:1][O:2][C:3]([C:4]1[CH:9]=[CH:8][C:7]2[C:13]([CH2:15]/[CH:23]=[CH:24]/[CH2:25][CH2:26][CH3:27])([CH3:14])[CH2:12][O:11][C:6]=2[CH:5]=1)=[O:16] |f:1.2.3,6.7,8.9.10|. Procedure details: To a solution of 4-Iodo-3-(2-methyl-allyloxy)-benzoic acid methyl ester (65 mg, 0.2 mmol) in DMF (2 mL) were added Potassium carbonate (54 mg, 0.39 mmol), Tetrabutylammonium chloride (54 mg, 0.2 mmol), Palladium acetate (3.5 mg, 0.02 mmol) in DMF (5 mL) and 1-Penten-1-ylboronic acid, (26 mg, 0.23 mmol). The resulting mixture was stirred under microwave irradiation (160° C., 15 min), cooled to room temperature, filtered over silica, washed with water, dried over MgSO4 and concentrated. Column chr... The reactants are C(C)(C)(C)OC(=O)N(CCCC1=CC=C(C=C1)F)C[C@H]1[C@@H](CCCC1)N ((1R,2S)-2-({tert-butoxycarbonyl-[3-(4-fluorophenyl)-propyl]amino}-methyl)-cyclohexylamine), CN1N=NN=C1C=1C=C(C=CC1)NC(OC1=CC=CC=C1)=O (phenyl 3-(1-methyl-1H-tetraazol-5-yl)phenylcarbamate). Run in CN(C)C=O (DMF). Reaction conditions: time 8 hour. Product: C(C)(C)(C)OC(=O)N(CCCC1=CC=C(C=C1)F)C[C@H]1[C@@H](CCCC1)NC(=O)NC1=CC(=CC=C1)C1=NN=NN1C (N-((1R,2S)-2-{[tert-Butoxycarbonyl[3-(4-fluorophenyl)propyl]amino]methyl}cyclohexyl)-N′-[3-(1-methyl-1H-tetrazol-5-yl)phenyl]urea). Yield: 25.1%. As a reaction SMILES: [C:1]([O:5][C:6]([N:8]([CH2:19][C@@H:20]1[CH2:25][CH2:24][CH2:23][CH2:22][C@H:21]1[NH2:26])[CH2:9][CH2:10][CH2:11][C:12]1[CH:17]=[CH:16][C:15]([F:18])=[CH:14][CH:13]=1)=[O:7])([CH3:4])([CH3:3])[CH3:2].[CH3:27][N:28]1[C:32]([C:33]2[CH:34]=[C:35]([NH:39][C:40](=O)[O:41]C3C=CC=CC=3)[CH:36]=[CH:37][CH:38]=2)=[N:31][N:30]=[N:29]1>CN(C=O)C>[C:1]([O:5][C:6]([N:8]([CH2:19][C@@H:20]1[CH2:25][CH2:24][CH2:23][CH2:22][C@H:21]1[NH:26][C:40]([NH:39][C:35]1[CH:36]=[CH:37][CH:38]=[C:33]([C:32]2[N:28]([CH3:27])[N:29]=[N:30][N:31]=2)[CH:34]=1)=[O:41])[CH2:9][CH2:10][CH2:11][C:12]1[CH:17]=[CH:16][C:15]([F:18])=[CH:14][CH:13]=1)=[O:7])([CH3:4])([CH3:2])[CH3:3]. Procedure details: The product of Step i (0.26 g, 0.69 mmol, 1 eq.), and phenyl 3-(1-methyl-1H-tetraazol-5-yl)phenylcarbamate (Example 1a, see below)(0.20 g, 0.69 mmol, 1 eq.) were dissolved in DMF (2 mL) at room temperature and stirred under N2 overnight. The DMF was stripped on the rotary evaporator and EtOAc was added (50 mL). This mixture was washed with water (3×50 mL), dried (MgSO4), stripped, and flash chromatographed in 3:1 Hexanes/EtOAc to 1:1 Hexanes/EtOAc to 100% EtOAc to yield 98 mg of a white glass. M... The reactants are CCCCC(NC(=O)OC(C)(C)C)C(=O)CCl, SCc1ccco1, [Na+], [Na+], C1CCOC1, [OH-], O=C([O-])O. The product is CCCCC(NC(=O)OC(C)(C)C)C(=O)CSCc1ccco1. As a reaction SMILES: [C:1]([CH3:2])([CH3:3])([CH3:4])[O:5][C:6](=[O:7])[NH:8][CH:9]([C:10]([CH2:11][Cl:12])=[O:13])[CH2:14][CH2:15][CH2:16][CH3:17].[CH2:18]([c:19]1[cH:20][cH:21][cH:22][o:23]1)[SH:24].[Na+:26].[Na+:27].[O:32]1[CH2:33][CH2:34][CH2:35][CH2:36]1.[OH-:25].[OH:28][C:29](=[O:30])[O-:31]>>[C:1]([CH3:2])([CH3:3])([CH3:4])[O:5][C:6](=[O:7])[NH:8][CH:9]([C:10]([CH2:11][S:24][CH2:18][c:19]1[cH:20][cH:21][cH:22][o:23]1)=[O:13])[CH2:14][CH2:15][CH2:16][CH3:17]. Reactants: CC(=Cc1ccccn1)c1ccc(Br)cc1, CC(=O)c1ccc(Br)cc1, Cl, c1ccccc1. Yields the product CC(O)(Cc1ccccn1)c1ccc(Br)cc1. Reaction SMILES: [Br:12][c:13]1[cH:14][cH:15][c:16]([C:19](=[CH:20][c:21]2[n:22][cH:23][cH:24][cH:25][cH:26]2)[CH3:27])[cH:17][cH:18]1.[Br:1][c:2]1[cH:3][cH:4][c:5]([C:6]([CH3:7])=[O:10])[cH:8][cH:9]1.[ClH:11].[cH:28]1[cH:29][cH:30][cH:31][cH:32][cH:33]1>>[OH:10][C:19]([c:16]1[cH:15][cH:14][c:13]([Br:12])[cH:18][cH:17]1)([CH2:20][c:21]1[n:22][cH:23][cH:24][cH:25][cH:26]1)[CH3:27]. The reactants are PdCl2dppf, BrC1=CN=C2N1N=C(C=C2)NC[C@H]2N(CCC2)C(=O)OC(C)(C)C ((S)-tert-butyl 2-(((3-bromoimidazo[1,2-b]pyridazin-6-yl)amino)methyl)pyrrolidine-1-carboxylate), C(C)[Zn]CC (diethylzinc), CC(C)C[AlH]CC(C)C (DiBAL-H). Run in O1CCOCC1 (dioxane). Conditions: temperature 100 celsius, time 2 hour. Product: C(C)C1=CN=C2N1N=C(C=C2)NC[C@H]2N(CCC2)C(=O)OC(C)(C)C ((S)-tert-butyl 2-(((3-ethylimidazo[1,2-b]pyridazin-6-yl)amino)methyl)pyrrolidine-1-carboxylate). As a reaction SMILES: Br[C:2]1[N:6]2[N:7]=[C:8]([NH:11][CH2:12][C@@H:13]3[CH2:17][CH2:16][CH2:15][N:14]3[C:18]([O:20][C:21]([CH3:24])([CH3:23])[CH3:22])=[O:19])[CH:9]=[CH:10][C:5]2=[N:4][CH:3]=1.[CH2:25]([Zn]CC)[CH3:26].CC(C[AlH]CC(C)C)C>O1CCOCC1>[CH2:25]([C:2]1[N:6]2[N:7]=[C:8]([NH:11][CH2:12][C@@H:13]3[CH2:17][CH2:16][CH2:15][N:14]3[C:18]([O:20][C:21]([CH3:24])([CH3:23])[CH3:22])=[O:19])[CH:9]=[CH:10][C:5]2=[N:4][CH:3]=1)[CH3:26]. Procedure details: To a solution of PdCl2dppf (25 mg, 0.03 mmol) and (S)-tert-butyl 2-(((3-bromoimidazo[1,2-b]pyridazin-6-yl)amino)methyl)pyrrolidine-1-carboxylate (100 mg, 0.2 mmol) in dioxane (2 mL) was added diethylzinc (0.24 ml, 1 M in hexane), DiBAL-H (0.008 mL, 1M in toluene) at room temperature. The reaction mixture was heated to 100° C. and stirred for 2 h. Filtered off celite, and concentrated the filtrate, purified by Prep HPLC (neutral) to give (S)-tert-butyl 2-(((3-ethylimidazo[1,2-b]pyridazin-6-yl)ami... The reactants are COC([C@@H](NC(=O)OC(C)(C)C)CSC1=C(C=C(C=C1)C(=O)OCC=C)N)=O (N-tert-butoxycarbonyl-3-(4-alloxycarbonyl-2-aminophenylthio)-L-alanine methyl ester), [OH-].[Na+] (sodium hydroxide). Solvent: buffer solution. The product is C(C=C)OC(C1=CC(=C(C=C1)SC[C@H](C(=O)O)NC(=O)OC(C)(C)C)N)=O ((S)-3-Amino-4-(2-tert-butoxycarbonylamino-2-carboxy-ethylsulfanyl)-benzoic acid allyl ester). As a reaction SMILES: C[O:2][C:3](=[O:28])[C@H:4]([CH2:13][S:14][C:15]1[CH:20]=[CH:19][C:18]([C:21]([O:23][CH2:24][CH:25]=[CH2:26])=[O:22])=[CH:17][C:16]=1[NH2:27])[NH:5][C:6]([O:8][C:9]([CH3:12])([CH3:11])[CH3:10])=[O:7].[OH-].[Na+]>>[CH2:24]([O:23][C:21](=[O:22])[C:18]1[CH:19]=[CH:20][C:15]([S:14][CH2:13][C@@H:4]([NH:5][C:6]([O:8][C:9]([CH3:11])([CH3:10])[CH3:12])=[O:7])[C:3]([OH:28])=[O:2])=[C:16]([NH2:27])[CH:17]=1)[CH:25]=[CH2:26] |f:1.2|. Procedure details: 200 mg (0.487 mmol) of N-tert-butoxycarbonyl-3-(4-alloxycarbonyl-2-aminophenylthio)-L-alanine methyl ester (96.7%) was added to a system consisting of 2 to 5 ml of an organic co-solvent (see following table) and 20 ml buffer solution (0.1M sodium chloride; 3 mM sodium phosphate pH 7.0) under vigorous stirring. Alcalase 2.4 L [a subtilisin Carlsberg from Novo Nordisk, amount see following table] was added and the pH maintained at 7.0 under vigorous stirring by the controlled addition (pH-static) ... Starting materials: C[C@@H]1N(CCC[C@H]1OC1=NC=C(C=N1)C(F)(F)F)C(=O)OC(C)(C)C ((2S,3R)-tert-butyl 2-methyl-3-((5-(trifluoromethyl)pyrimidin-2-yl)oxy)piperidine-1-carboxylate), C(=O)(C(F)(F)F)O (TFA). Solvent: C(=O)([O-])[O-].[Na+].[Na+] (Na2CO3), C(Cl)Cl (DCM). Run at time 1 hour. Yields the product C[C@@H]1NCCC[C@H]1OC1=NC=C(C=N1)C(F)(F)F (2-(((2S,3R)-2-methylpiperidin-3-yl)oxy)-5-(trifluoromethyl)pyrimidine). Isolated yield 76.9%. RXN SMILES: [CH3:1][C@H:2]1[C@H:7]([O:8][C:9]2[N:14]=[CH:13][C:12]([C:15]([F:18])([F:17])[F:16])=[CH:11][N:10]=2)[CH2:6][CH2:5][CH2:4][N:3]1C(OC(C)(C)C)=O.C(O)(C(F)(F)F)=O>C(Cl)Cl.C([O-])([O-])=O.[Na+].[Na+]>[CH3:1][C@H:2]1[C@H:7]([O:8][C:9]2[N:10]=[CH:11][C:12]([C:15]([F:18])([F:16])[F:17])=[CH:13][N:14]=2)[CH2:6][CH2:5][CH2:4][NH:3]1 |f:3.4.5|. Procedure details: To the title compound of step A (813 mg) in DCM (6 mL) was added TFA (2 mL). After 1 h, the reaction was diluted with saturated Na2CO3 (aq) and extracted with DCM. The organic layers were dried (MgSO4) and concentrated to give the title compound (452 mg) that was used without further purification. Starting materials: FC=1C=C(C=C(C1[N+](=O)[O-])F)CC(=O)OC(C)(C)C (1,1-dimethylethyl (3,5-difluoro-4-nitrophenyl)acetate), Cl (HCl). Solvent: O1CCOCC1 (1,4-dioxane). Conditions: time 10 minute. The product is FC=1C=C(C=C(C1[N+](=O)[O-])F)CC(=O)O ((3,5-difluoro-4-nitrophenyl)acetic acid), powder. RXN SMILES: [F:1][C:2]1[CH:3]=[C:4]([CH2:12][C:13]([O:15]C(C)(C)C)=[O:14])[CH:5]=[C:6]([F:11])[C:7]=1[N+:8]([O-:10])=[O:9].Cl>O1CCOCC1>[F:1][C:2]1[CH:3]=[C:4]([CH2:12][C:13]([OH:15])=[O:14])[CH:5]=[C:6]([F:11])[C:7]=1[N+:8]([O-:10])=[O:9]. Procedure: 1,1-dimethylethyl (3,5-difluoro-4-nitrophenyl)acetate (150 g) and 4M HCl in 1,4-dioxane (1150 ml) was stirred for 18 h at about 25° C. Nitrogen was bubbled through the mixture to remove excess HCl over 7 hours, then the mixture was concentrated. Toluene (300 ml) was distilled off then the residue was stirred with hexane (300 ml) for 10 minutes. The hexane was decanted off, and the residue stirred with hexane (150 ml) for 10 minutes, then the hexane was decanted off. The residue was stirred with ...